This data is from the Open Reaction Database (ORD), a public repository of structured organic reaction records. The task is: describe an organic reaction: reactants, conditions, products, and yield Procedure: A mixture of 46.8 g (1.2 moles) of sodamide. 400 cc of toluene containing 0.5 cc of oleic acid and 129.2 g (1.0 mole) of quinoline was placed in a liter Magne Drive, equipped as described in Example 15. The autoclave was closed and purged of air with ammonia, pressurized to 30 psig with ammonia and then to 200 psig with nitrogen. The pressure relief valve was set at 350 psig. Cooling water was turned on the reflux condenser. The autoclave was heated with stirring for 2 hours within a range of 13... Run in C1(=CC=CC=C1)C (toluene). Conditions: time 2 hour. Reactants: [NH2-].[Na+] (sodamide), C(CCCCCCC\C=C/CCCCCCCC)(=O)O (oleic acid), N1=CC=CC2=CC=CC=C12 (quinoline). RXN SMILES: [NH2-:1].[Na+].C(O)(=O)CCCCCCC/C=C\CCCCCCCC.[N:23]1[C:32]2[C:27](=[CH:28][CH:29]=[CH:30][CH:31]=2)[CH:26]=[CH:25][CH:24]=1>C1(C)C=CC=CC=1>[NH2:1][C:24]1[CH2:25][CH2:26][C:27]2[C:32](=[CH:31][CH:30]=[CH:29][CH:28]=2)[N:23]=1 |f:0.1|. Yield: 39.3%. The product is NC1=NC2=CC=CC=C2CC1 (2-amino-3,4-dihydroquinoline). Starting materials: COC=1C=C(COC2=NN(C(=C2)CO)C2=CC=CC=C2)C=CC1OCC=1N=C(OC1C)C1=CC=CC=C1 ((3-{[3-methoxy-4-(5-methyl-2-phenyl-1,3-oxazol-4-ylmethoxy)benzyl]oxy}-1-phenyl-1H-pyrazol5-yl)methanol). The reagents and catalysts are [O-2].[O-2].[Mn+4] (manganese dioxide). The solvent is O1CCCC1 (tetrahydrofuran). Run at time 8 hour. Yields the product COC=1C=C(COC2=NN(C(=C2)C=O)C2=CC=CC=C2)C=CC1OCC=1N=C(OC1C)C1=CC=CC=C1 (3-{[3-methoxy-4-(5-methyl-2-phenyl-1,3-oxazol-4-ylmethoxy)benzyl]oxy}-1-phenyl-1H-pyrazole-5-carbaldehyde). The yield is 89.5%. As a reaction SMILES: [CH3:1][O:2][C:3]1[CH:4]=[C:5]([CH:21]=[CH:22][C:23]=1[O:24][CH2:25][C:26]1[N:27]=[C:28]([C:32]2[CH:37]=[CH:36][CH:35]=[CH:34][CH:33]=2)[O:29][C:30]=1[CH3:31])[CH2:6][O:7][C:8]1[CH:12]=[C:11]([CH2:13][OH:14])[N:10]([C:15]2[CH:20]=[CH:19][CH:18]=[CH:17][CH:16]=2)[N:9]=1>[O-2].[O-2].[Mn+4].O1CCCC1>[CH3:1][O:2][C:3]1[CH:4]=[C:5]([CH:21]=[CH:22][C:23]=1[O:24][CH2:25][C:26]1[N:27]=[C:28]([C:32]2[CH:37]=[CH:36][CH:35]=[CH:34][CH:33]=2)[O:29][C:30]=1[CH3:31])[CH2:6][O:7][C:8]1[CH:12]=[C:11]([CH:13]=[O:14])[N:10]([C:15]2[CH:16]=[CH:17][CH:18]=[CH:19][CH:20]=2)[N:9]=1 |f:1.2.3|. Procedure: A mixture of (3-{[3-methoxy-4-(5-methyl-2-phenyl-1,3-oxazol-4-ylmethoxy)benzyl]oxy}-1-phenyl-1H-pyrazol5-yl)methanol (4.50 g), activated manganese dioxide (14.11 g) and tetrahydrofuran (100 mL) was stirred overnight at room temperature. Manganese dioxide was removed by filtration, and the filtrate was concentrated to give 3-{[3-methoxy-4-(5-methyl-2-phenyl-1,3-oxazol-4-ylmethoxy)benzyl]oxy}-1-phenyl-1H-pyrazole-5-carbaldehyde (4.01 g, yield 90%) as colorless crystals. The crystals were recrystal...